This data is from the Open Reaction Database (ORD), a public repository of structured organic reaction records. The task is: describe an organic reaction: reactants, conditions, products, and yield The reactants are CN1CCC(N)CC1, COc1ccc(Cn2nc(I)c3c(Oc4ccc(Nc5ncccc5C(=O)Nc5ccc(F)cc5)cc4F)ccnc32)cc1, CS(C)=O, ClCCl, [K+], [K+], O=C([O-])[O-], O, O=C(O)C1CCCN1. Product: COc1ccc(Cn2nc(NC3CCN(C)CC3)c3c(Oc4ccc(Nc5ncccc5C(=O)Nc5ccc(F)cc5)cc4F)ccnc32)cc1. As a reaction SMILES: [CH3:1][N:2]1[CH2:3][CH2:4][CH:5]([NH2:8])[CH2:6][CH2:7]1.[CH3:23][O:24][c:25]1[cH:26][cH:27][c:28]([CH2:29][n:30]2[n:31][c:32]([I:64])[c:33]3[c:34]2[n:35][cH:36][cH:37][c:38]3[O:39][c:40]2[c:41]([F:63])[cH:42][c:43]([NH:46][c:47]3[c:48]([C:49](=[O:50])[NH:51][c:52]4[cH:53][cH:54][c:55]([F:58])[cH:56][cH:57]4)[cH:59][cH:60][cH:61][n:62]3)[cH:44][cH:45]2)[cH:65][cH:66]1.[CH3:67][S:68]([CH3:69])=[O:70].[Cl:72][CH2:73][Cl:74].[K+:10].[K+:9].[O-:11][C:12]([O-:13])=[O:14].[OH2:71].[OH:15][C:16]([CH:17]1[NH:18][CH2:19][CH2:20][CH2:21]1)=[O:22]>>[CH3:1][N:2]1[CH2:3][CH2:4][CH:5]([NH:8][c:32]2[n:31][n:30]([CH2:29][c:28]3[cH:27][cH:26][c:25]([O:24][CH3:23])[cH:66][cH:65]3)[c:34]3[c:33]2[c:38]([O:39][c:40]2[c:41]([F:63])[cH:42][c:43]([NH:46][c:47]4[c:48]([C:49](=[O:50])[NH:51][c:52]5[cH:53][cH:54][c:55]([F:58])[cH:56][cH:57]5)[cH:59][cH:60][cH:61][n:62]4)[cH:44][cH:45]2)[cH:37][cH:36][n:35]3)[CH2:6][CH2:7]1. The reactants are Cn1ncc2cc(Sc3ccc(F)cc3C#N)ccc21, CO, Cl. Yields the product Cn1ncc2cc(Sc3ccc(F)cc3CN)ccc21. RXN SMILES: [CH3:1][n:2]1[n:3][cH:4][c:5]2[cH:6][c:7]([S:11][c:12]3[c:13]([C:14]#[N:15])[cH:16][c:17]([F:20])[cH:18][cH:19]3)[cH:8][cH:9][c:10]12.[CH3:22][OH:23].[ClH:21]>>[CH3:1][n:2]1[n:3][cH:4][c:5]2[cH:6][c:7]([S:11][c:12]3[c:13]([CH2:14][NH2:15])[cH:16][c:17]([F:20])[cH:18][cH:19]3)[cH:8][cH:9][c:10]12.